From a dataset of the Open Reaction Database (ORD), a public repository of structured organic reaction records. describe an organic reaction: reactants, conditions, products, and yield As a reaction SMILES: [C:1]([O:5][C:6]([NH:8][CH2:9][CH2:10][O:11][C:12]1[C:16]2[CH:17]=[CH:18][CH:19]=[C:20]([CH3:21])[C:15]=2[O:14][N:13]=1)=[O:7])([CH3:4])([CH3:3])[CH3:2].C([Li])CCC.[CH3:27][S:28]SC>O1CCCC1>[C:1]([O:5][C:6]([NH:8][CH2:9][CH2:10][O:11][C:12]1[C:16]2[C:17]([S:28][CH3:27])=[CH:18][CH:19]=[C:20]([CH3:21])[C:15]=2[O:14][N:13]=1)=[O:7])([CH3:4])([CH3:3])[CH3:2]. Starting materials: C(C)(C)(C)OC(=O)NCCOC1=NOC2=C1C=CC=C2C (3-(2-(N-t-butoxycarbonylamino)ethoxy)-7-methyl-1,2-benzisoxazole), C(CCC)[Li] (butyl lithium), ice water, CSSC (dimethyldisulphide). The solvent is O1CCCC1 (tetrahydrofuran). The product is C(C)(C)(C)OC(=O)NCCOC1=NOC2=C1C(=CC=C2C)SC (3-(2-(N-t-Butoxycarbonylamino)ethoxy)-7-methyl-4-methylthio-1,2-benzisoxazole). Isolated yield 86.4%. Conditions: temperature -70 celsius. Procedure: To a solution of 3-(2-(N-t-butoxycarbonylamino)ethoxy)-7-methyl-1,2-benzisoxazole (0.15 g) in tetrahydrofuran (20 ml) was added butyl lithium (0.75 ml, 1.6M hexane solution) dropwise with stirring at -70° C. under nitrogen atmosphere, and the mixture was stirred at the same temperature for 15 minutes, then followed by addition of dimethyldisulphide (0.11 g). The reaction mixture was poured into ice water (40 ml), extracted with ethyl acetate (twice each with 40 ml) and the combined extracts were... Reactants: C(C)(C)N1S(NC2=C(C1=O)C=CC=C2)(=O)=O (3-isopropyl-2,1,3-benzothiadiazin-4-one-2,2-dioxide), ClC1=C(OC=2C=CC(=C(C(=O)Cl)C2)[N+](=O)[O-])C=CC(=C1)C(F)(F)F (5-[2-chloro-4-(trifluoromethyl)phenoxy]-2-nitrobenzoyl chloride). Run in C1(=CC=CC=C1)C (toluene), C(Cl)(Cl)Cl (chloroform). Yields the product ClC1=C(OC=2C=CC(=C(C(=O)N3S(N(C(C4=C3C=CC=C4)=O)C(C)C)(=O)=O)C2)[N+](=O)[O-])C=CC(=C1)C(F)(F)F (1-[5-(2-chloro-4-(trifluoromethyl)phenoxy)-2-nitrobenzoyl]-3-isopropyl-2,1,3-benzothiadiazin-4-one-2,2-dioxide). The yield is 48.0%. As a reaction SMILES: [CH:1]([N:4]1[C:9](=[O:10])[C:8]2[CH:11]=[CH:12][CH:13]=[CH:14][C:7]=2[NH:6][S:5]1(=[O:16])=[O:15])([CH3:3])[CH3:2].[Cl:17][C:18]1[CH:36]=[C:35]([C:37]([F:40])([F:39])[F:38])[CH:34]=[CH:33][C:19]=1[O:20][C:21]1[CH:22]=[CH:23][C:24]([N+:30]([O-:32])=[O:31])=[C:25]([CH:29]=1)[C:26](Cl)=[O:27]>C1(C)C=CC=CC=1.C(Cl)(Cl)Cl>[Cl:17][C:18]1[CH:36]=[C:35]([C:37]([F:38])([F:40])[F:39])[CH:34]=[CH:33][C:19]=1[O:20][C:21]1[CH:22]=[CH:23][C:24]([N+:30]([O-:32])=[O:31])=[C:25]([CH:29]=1)[C:26]([N:6]1[C:7]2[CH:14]=[CH:13][CH:12]=[CH:11][C:8]=2[C:9](=[O:10])[N:4]([CH:1]([CH3:3])[CH3:2])[S:5]1(=[O:15])=[O:16])=[O:27]. Procedure: To a stirred solution of 3-isopropyl-2,1,3-benzothiadiazin-4-one-2,2-dioxide (2.4 g, 0.01 mole) and tricthylamine (1.1 g, 0.011 mole) in a mixture of toluene (100 ml) and chloroform (100 ml) was added 5-[2-chloro-4-(trifluoromethyl)phenoxy]-2-nitrobenzoyl chloride (3.8 g, 0.01 mole). The reaction was heated for 24 hours and then the solvent was removed. The residue was taken back up into chloroform and extracted three times with sodium hydroxide and finally with water. The organic solution was d... The reactants are Cc1c2n(c3ccccc13)CCCC2O, CNC(C)C, O, Cc1ccc(S(=O)(=O)Cl)cc1, c1ccncc1. The product is Cc1c2n(c3ccccc13)CCCC2N(C)C(C)C. Reaction SMILES: [CH3:1][c:2]1[c:3]2[n:4]([c:5]3[cH:6][cH:7][cH:8][cH:9][c:10]13)[CH2:11][CH2:12][CH2:13][CH:14]2[OH:15].[CH3:27][NH:28][CH:29]([CH3:30])[CH3:31].[OH2:32].[c:16]1([CH3:17])[cH:18][cH:19][c:20]([S:21]([Cl:22])(=[O:23])=[O:24])[cH:25][cH:26]1.[cH:33]1[cH:34][cH:35][n:36][cH:37][cH:38]1>>[CH3:1][c:2]1[c:3]2[n:4]([c:5]3[cH:6][cH:7][cH:8][cH:9][c:10]13)[CH2:11][CH2:12][CH2:13][CH:14]2[N:28]([CH3:27])[CH:29]([CH3:30])[CH3:31]. The reactants are C1CCOC1, CCOCC, COC(=O)C(C)c1ccccc1F, [Li+], [OH-]. The product is CC(C(=O)O)c1ccccc1F. As a reaction SMILES: [CH2:16]1[O:17][CH2:18][CH2:19][CH2:20]1.[CH3:21][CH2:22][O:23][CH2:24][CH3:25].[F:1][c:2]1[c:3]([CH:8]([C:9](=[O:10])[O:11][CH3:12])[CH3:13])[cH:4][cH:5][cH:6][cH:7]1.[Li+:15].[OH-:14]>>[F:1][c:2]1[c:3]([CH:8]([C:9](=[O:10])[OH:11])[CH3:13])[cH:4][cH:5][cH:6][cH:7]1. Reactants: O (Water), C(C)OCCOCCO (2-(2-ethoxyethoxy)ethanol), [H-].[Na+] (sodium hydride), ClC=1C(=NSN1)C=1C=NC=CC1 (3-(4-chloro-1,2,5-thiadiazol-3-yl) pyridine). The solvent is O1CCCC1 (tetrahydrofuran), O1CCCC1 (tetrahydrofuran). Reaction conditions: time 2 hour. The product is C(C)OCCOCCOC=1C(=NSN1)C=1C=NC=CC1 (3-(4-(2-(2-ethoxyethoxy)ethoxy)-1,2,5-thiadiazol-3-yl)pyridine). Reaction SMILES: [CH2:1]([O:3][CH2:4][CH2:5][O:6][CH2:7][CH2:8][OH:9])[CH3:2].[H-].[Na+].Cl[C:13]1[C:14]([C:18]2[CH:19]=[N:20][CH:21]=[CH:22][CH:23]=2)=[N:15][S:16][N:17]=1.O>O1CCCC1>[CH2:1]([O:3][CH2:4][CH2:5][O:6][CH2:7][CH2:8][O:9][C:13]1[C:14]([C:18]2[CH:19]=[N:20][CH:21]=[CH:22][CH:23]=2)=[N:15][S:16][N:17]=1)[CH3:2] |f:1.2|. Procedure details: To a solution of 2-(2-ethoxyethoxy)ethanol (1.21 g, 9 mmol) and sodium hydride (310 mg, 9 mmol) in dry tetrahydrofuran was added a solution of 3-(4-chloro-1,2,5-thiadiazol-3-yl) pyridine (590 mg, 3 mmol) in dry tetrahydrofuran. The reaction mixture was stirred at room temperature for 2 h. Water was added and the mixture was extracted with ether. The ether phase was dried and evaporated to give the title compound. Reactants: C(CCCCCO)O (hexylene glycol), OO (hydrogen peroxide), S(O)(O)(=O)=O (sulfuric acid), [OH-].[Na+] (sodium hydroxide). Yields the product [O-]O.C(CCCCCO)O (Hexylene glycol hydroperoxide). Reaction SMILES: [CH2:1]([OH:8])[CH2:2][CH2:3][CH2:4][CH2:5][CH2:6][OH:7].[OH:9][OH:10].S(=O)(=O)(O)O.[OH-].[Na+]>>[O-:9][OH:10].[CH2:1]([OH:8])[CH2:2][CH2:3][CH2:4][CH2:5][CH2:6][OH:7] |f:3.4,5.6|. Procedure: Hexylene glycol hydroperoxide was prepared by reaction of 118.1 g (1.0 mol) hexylene glycol and 145.7 gr (3 mol) hydrogen peroxide in the presence of sulfuric acid at a temperature of 30° C. for 1 hour. The reaction mixture was cooled down to 20° C. and neutralized with sodium hydroxide until pH=6.8. After separation the underlayer was drained. The remaining crude hexylene glycol hydroperoxide was converted to sodium salt by the addition of 160 g of a 25% NaOH solution. Subsequently, the sodium ... Starting materials: ClCCl, CCN1CC2OC2C1, Sc1ccccc1Cl, Cl. Product: CCN1CC(O)C(Sc2ccccc2Cl)C1. Reaction SMILES: [CH2:18]([Cl:19])[Cl:20].[CH2:1]([CH3:2])[N:3]1[CH2:4][CH:5]2[CH:6]([CH2:7]1)[O:8]2.[Cl:9][c:10]1[c:11]([SH:16])[cH:12][cH:13][cH:14][cH:15]1.[ClH:17]>>[CH2:1]([CH3:2])[N:3]1[CH2:4][CH:5]([S:16][c:11]2[c:10]([Cl:9])[cH:15][cH:14][cH:13][cH:12]2)[CH:6]([OH:8])[CH2:7]1. The reactants are O=C([O-])[O-], O=C1CN(Cc2ccccc2)C(=O)c2cc(Br)ccc2N1, CCOC(C)=O, OB(O)c1ccc(C(F)(F)F)cc1, [K+], [K+], CN(C)C=O, O. Yields the product O=C1CN(Cc2ccccc2)C(=O)c2cc(-c3ccc(C(F)(F)F)cc3)ccc2N1. As a reaction SMILES: [C:35](=[O:36])([O-:37])[O-:38].[CH2:1]([c:2]1[cH:3][cH:4][cH:5][cH:6][cH:7]1)[N:8]1[CH2:9][C:10](=[O:21])[NH:11][c:12]2[c:13]([cH:16][c:17]([Br:20])[cH:18][cH:19]2)[C:14]1=[O:15].[CH3:47][CH2:48][O:49][C:50](=[O:51])[CH3:52].[F:22][C:23]([c:24]1[cH:25][cH:26][c:27]([B:30]([OH:31])[OH:32])[cH:28][cH:29]1)([F:33])[F:34].[K+:39].[K+:40].[O:42]=[CH:43][N:44]([CH3:45])[CH3:46].[OH2:41]>>[CH2:1]([c:2]1[cH:3][cH:4][cH:5][cH:6][cH:7]1)[N:8]1[CH2:9][C:10](=[O:21])[NH:11][c:12]2[c:13]([cH:16][c:17](-[c:27]3[cH:26][cH:25][c:24]([C:23]([F:22])([F:33])[F:34])[cH:29][cH:28]3)[cH:18][cH:19]2)[C:14]1=[O:15]. Reactants: Cc1nc(Br)c([N+](=O)[O-])c(=O)[nH]1, CCN(C(C)C)C(C)C, CN(C)C=O, Fc1ccc(N2CCNCC2)cc1. Product: Cc1nc(N2CCN(c3ccc(F)cc3)CC2)c([N+](=O)[O-])c(=O)[nH]1. RXN SMILES: [Br:10][c:11]1[c:12]([N+:19](=[O:20])[O-:21])[c:13](=[O:18])[nH:14][c:15]([CH3:17])[n:16]1.[CH2:1]([N:2]([CH:3]([CH3:4])[CH3:5])[CH:6]([CH3:7])[CH3:8])[CH3:9].[CH3:35][N:36]([CH3:37])[CH:38]=[O:39].[F:22][c:23]1[cH:24][cH:25][c:26]([N:29]2[CH2:30][CH2:31][NH:32][CH2:33][CH2:34]2)[cH:27][cH:28]1>>[c:11]1([N:32]2[CH2:31][CH2:30][N:29]([c:26]3[cH:25][cH:24][c:23]([F:22])[cH:28][cH:27]3)[CH2:34][CH2:33]2)[c:12]([N+:19](=[O:20])[O-:21])[c:13](=[O:18])[nH:14][c:15]([CH3:17])[n:16]1.